Dataset: the Open Reaction Database (ORD), a public repository of structured organic reaction records. Task: describe an organic reaction: reactants, conditions, products, and yield RXN SMILES: [C:1]([O:5][C:6]([N:8]1[CH2:13][C@@H:12]2[C@@H:10]([CH2:11]2)[C@H:9]1[C:14](=[O:27])[NH:15][C@@H:16]([C:19]1[CH:24]=[CH:23][CH:22]=[C:21]([Cl:25])[C:20]=1[F:26])[CH2:17][OH:18])=[O:7])([CH3:4])([CH3:3])[CH3:2].[CH3:28]COC(C)=O>>[C:1]([O:5][C:6]([N:8]1[CH2:13][C@@H:12]2[C@@H:10]([CH2:11]2)[C@H:9]1[C:14](=[O:27])[NH:15][C@@H:16]([C:19]1[CH:24]=[CH:23][CH:22]=[C:21]([Cl:25])[C:20]=1[F:26])[CH2:17][O:18][CH3:28])=[O:7])([CH3:4])([CH3:2])[CH3:3]. Reactants: C(C)(C)(C)OC(=O)N1[C@@H]([C@@H]2C[C@@H]2C1)C(N[C@H](CO)C1=C(C(=CC=C1)Cl)F)=O ((1R,2S,5S)-2-[(S)-1-(3-chloro-2-fluoro-phenyl)-2-hydroxy-ethylcarbamoyl]-3-aza-bicyclo[3.1.0]hexane-3-carboxylic acid tert-butyl ester), CCOC(=O)C (EtOAc). Yields the product C(C)(C)(C)OC(=O)N1[C@@H]([C@@H]2C[C@@H]2C1)C(N[C@H](COC)C1=C(C(=CC=C1)Cl)F)=O ((1R,2S,5S)-2-[(S)-1-(3-Chloro-2-fluoro-phenyl)-2-methoxy-ethylcarbamoyl]-3-aza-bicyclo[3.1.0]hexane-3-carboxylic acid tert-butyl ester). Procedure details: was prepared according to Scheme B9 (Step B) from (1R,2S,5S)-2-[(S)-1-(3-chloro-2-fluoro-phenyl)-2-hydroxy-ethylcarbamoyl]-3-aza-bicyclo[3.1.0]hexane-3-carboxylic acid tert-butyl ester. TLC, Rf (EtOAc): 0.45; MS (UPLC/MS): 413.3/415.3 [M+H]+, 457.3 [M+HCOO]−; tR (HPLC conditions a): 3.64 min. Solvent: CN1CCCC1=O (NMP), CN1CCCC1=O (NMP), CN1CCCC1=O (NMP), CN1CCCC1=O (NMP), CN1CCCC1=O (NMP), CN1CCCC1=O (NMP), CN1CCCC1=O (NMP). Reagents/catalysts: CC(C)[O-].CC(C)[O-].CC(C)[O-].CC(C)[O-].[Ti+4] (Ti(OiPr)4), CC(=O)O (acetic acid), CC(=O)O[BH-](OC(C)=O)OC(C)=O.[Na+] (Sodium triacetoxyborohydride). Conditions: temperature 22 celsius, time 18 hour. Yields the product CO[C@@H]1[C@@H](C[C@H]2O[C@]1(C)n3c4ccccc4c5c6CNC(=O)c6c7c8ccccc8n2c7c35)N(C)Cc9ccc%10CCC(=O)Nc%10n9, CN[C@@H]1C[C@H]2O[C@@](C)([C@@H]1OC)n1c3ccccc3c3c4c(c5c6ccccc6n2c5c31)C(=O)NC4 (Staurosporine), O=Cc1ccc2CCC(=O)Nc2n1. Starting materials: CN[C@@H]1C[C@H]2O[C@@](C)([C@@H]1OC)n1c3ccccc3c3c4c(c5c6ccccc6n2c5c31)C(=O)NC4 (staurosporine), O=Cc1ccc2CCC(=O)Nc2n1. Starting materials: C1=CC(=CC(=C1)Cl)C(=O)OO (MCPBA), CSC1=C2C=CC=CC2=C(C2=CC=CC=C12)C=O (10-methylthio-9-anthracenecarbaldehyde). The solvent is C(Cl)Cl (CH2Cl2), C(Cl)Cl (CH2Cl2). The product is CS(=O)C1=C2C=CC=CC2=C(C2=CC=CC=C12)C=O (10-methylsulfinyl-9-anthracenecarbaldehyde). Isolated yield 94.0%. RXN SMILES: [CH3:1][S:2][C:3]1[C:16]2[C:11](=[CH:12][CH:13]=[CH:14][CH:15]=2)[C:10]([CH:17]=[O:18])=[C:9]2[C:4]=1[CH:5]=[CH:6][CH:7]=[CH:8]2.C1C=C(Cl)C=C(C(OO)=[O:27])C=1>C(Cl)Cl>[CH3:1][S:2]([C:3]1[C:4]2[C:9](=[CH:8][CH:7]=[CH:6][CH:5]=2)[C:10]([CH:17]=[O:18])=[C:11]2[C:16]=1[CH:15]=[CH:14][CH:13]=[CH:12]2)=[O:27]. Procedure: A 1 L round bottom flask fitted with addition funnel and stirring bar was charged with 10-methylthio-9-anthracenecarbaldehyde (example 6A, 12.0 g, 48 mmol) and 450 mL of CH2Cl2. The resulting solution was cooled to 5° with an ice bath. A solution of MCPBA (Aldrich (85%), 9.64 g, 48 mmol) in 350 mL of CH2Cl2 was then added dropwise to the flask over 1 h. The reaction mixture was allowed to warm to RT over 1 h and then was washed with 5% NaHCO3 solution (2×500 mL), dried (Na2SO4), filtered, concen... The reactants are CCc1cnc(N(Cc2ccc(OC(F)(F)F)cc2)CC(C)(C)c2ccc(O)cc2)nc1, CCOCC, O=S(=O)(Cl)Cl. Product: CCc1cnc(N(Cc2ccc(OC(F)(F)F)cc2)CC(C)(C)c2ccc(O)c(Cl)c2)nc1. As a reaction SMILES: [CH2:1]([CH3:2])[c:3]1[cH:4][n:5][c:6]([N:9]([CH2:10][C:11]([CH3:12])([CH3:13])[c:14]2[cH:15][cH:16][c:17]([OH:20])[cH:18][cH:19]2)[CH2:21][c:22]2[cH:23][cH:24][c:25]([O:28][C:29]([F:30])([F:31])[F:32])[cH:26][cH:27]2)[n:7][cH:8]1.[CH2:38]([O:39][CH2:40][CH3:41])[CH3:42].[S:33]([Cl:34])(=[O:35])([Cl:36])=[O:37]>>[CH2:1]([CH3:2])[c:3]1[cH:4][n:5][c:6]([N:9]([CH2:10][C:11]([CH3:12])([CH3:13])[c:14]2[cH:15][cH:16][c:17]([OH:20])[c:18]([Cl:36])[cH:19]2)[CH2:21][c:22]2[cH:23][cH:24][c:25]([O:28][C:29]([F:30])([F:31])[F:32])[cH:26][cH:27]2)[n:7][cH:8]1.